Dataset: the Open Reaction Database (ORD), a public repository of structured organic reaction records. Task: describe an organic reaction: reactants, conditions, products, and yield Reactants: COC1=CC=C(C=C1)CS ((4-methoxyphenyl)methanethiol), [OH-].[Na+] (sodium hydroxide). The solvent is C(C)O (ethanol). Yields the product COC1=CC=C(C=C1)C[S-].[Na+] (sodium (4-methoxyphenyl)methanethiolate). RXN SMILES: [CH3:1][O:2][C:3]1[CH:8]=[CH:7][C:6]([CH2:9][SH:10])=[CH:5][CH:4]=1.[OH-].[Na+:12]>C(O)C>[CH3:1][O:2][C:3]1[CH:8]=[CH:7][C:6]([CH2:9][S-:10])=[CH:5][CH:4]=1.[Na+:12] |f:1.2,4.5|. Procedure details: (4-methoxyphenyl)methanethiol is stirred in ethanol with sodium hydroxide to form sodium (4-methoxyphenyl)methanethiolate. An equivalent of 1-(chloromethyl)-4-methoxybenzene is added to the mixture, which is stirred overnight. The reaction mixture is then quenched by addition of dilute acid and the product bis(4-methoxybenzyl)sulfide. Subsequently, the bis(4-methoxybenzyl)sulfide is reacted with HBr in acetonitrile to cleave the methoxy protecting groups, followed by neutralization and purificat... Reactants: C(C1=CC=CC=C1)NCC1CC2=CC=CC=C2CC1 (2-Benzylaminomethyl-1,2,3,4-tetrahydronaphthalene), C(C)(C)N(CC)C(C)C (N,N-diisopropyl-N-ethylamine), BrCC(=O)C1=CC=C(NS(=O)(=O)C)C=C1 (4'-(2-bromoacetyl)methanesulfonanilide). Solvent: CC(=O)C (acetone). Conditions: time 18 hour. The product is O=C(CN(CC1CC2=CC=CC=C2CC1)CC1=CC=CC=C1)C1=CC=C(NS(=O)(=O)C)C=C1 (4'-[1-Oxo-2-(N-benzyl-N-((1,2,3,4-tetrahydro-2-naphthyl)-methyl)amino)ethyl]methanesulfonanilide). RXN SMILES: [CH2:1]([NH:8][CH2:9][CH:10]1[CH2:19][CH2:18][C:17]2[C:12](=[CH:13][CH:14]=[CH:15][CH:16]=2)[CH2:11]1)[C:2]1[CH:7]=[CH:6][CH:5]=[CH:4][CH:3]=1.C(N(C(C)C)CC)(C)C.Br[CH2:30][C:31]([C:33]1[CH:43]=[CH:42][C:36]([NH:37][S:38]([CH3:41])(=[O:40])=[O:39])=[CH:35][CH:34]=1)=[O:32]>CC(C)=O>[O:32]=[C:31]([C:33]1[CH:43]=[CH:42][C:36]([NH:37][S:38]([CH3:41])(=[O:40])=[O:39])=[CH:35][CH:34]=1)[CH2:30][N:8]([CH2:1][C:2]1[CH:3]=[CH:4][CH:5]=[CH:6][CH:7]=1)[CH2:9][CH:10]1[CH2:19][CH2:18][C:17]2[C:12](=[CH:13][CH:14]=[CH:15][CH:16]=2)[CH2:11]1. Reported procedure: 2-Benzylaminomethyl-1,2,3,4-tetrahydronaphthalene (XXXIV) (2.8 g), N,N-diisopropyl-N-ethylamine (1.44 g) and 4'-(2-bromoacetyl)methanesulfonanilide (Temple, D. L. et al., J. Med. Chem., 19(5), 626-633 (1976)) (3.27 g) were dissolved in acetone (40 ml) and stirred 18 hours at ambient temperature. The solvent was evaporated and the residue was dissolved in CH2Cl2, which was washed with H2O, dried (MgSO4) and evaporated. The HCl salt was made by dissolving the residue in MeOH/concentrated HCl, conc... Starting materials: COc1cc(CN2CCC(CCOS(C)(=O)=O)(Cc3ccc(F)cc3)C2=O)cc(OC)c1OC, CC#N, CCN(C(C)C)C(C)C, Fc1ccc(Cn2c(NC3CCNCC3)nc3ccccc32)cc1. Product: COc1cc(CN2CCC(CCN3CCC(Nc4nc5ccccc5n4Cc4ccc(F)cc4)CC3)(Cc3ccc(F)cc3)C2=O)cc(OC)c1OC. As a reaction SMILES: [CH3:1][O:2][c:3]1[cH:4][c:5]([CH2:6][N:7]2[C:8](=[O:27])[C:9]([CH2:12][CH2:13][O:14][S:15]([CH3:16])(=[O:17])=[O:18])([CH2:19][c:20]3[cH:21][cH:22][c:23]([F:26])[cH:24][cH:25]3)[CH2:10][CH2:11]2)[cH:28][c:29]([O:33][CH3:34])[c:30]1[O:31][CH3:32].[CH3:68][C:69]#[N:70].[CH:59]([N:60]([CH2:61][CH3:62])[CH:63]([CH3:64])[CH3:65])([CH3:66])[CH3:67].[F:35][c:36]1[cH:37][cH:38][c:39]([CH2:40][n:41]2[c:42]([NH:50][CH:51]3[CH2:52][CH2:53][NH:54][CH2:55][CH2:56]3)[n:43][c:44]3[c:45]2[cH:46][cH:47][cH:48][cH:49]3)[cH:57][cH:58]1>>[CH3:1][O:2][c:3]1[cH:4][c:5]([CH2:6][N:7]2[C:8](=[O:27])[C:9]([CH2:12][CH2:13][N:54]3[CH2:53][CH2:52][CH:51]([NH:50][c:42]4[n:41]([CH2:40][c:39]5[cH:38][cH:37][c:36]([F:35])[cH:58][cH:57]5)[c:45]5[c:44]([n:43]4)[cH:49][cH:48][cH:47][cH:46]5)[CH2:56][CH2:55]3)([CH2:19][c:20]3[cH:21][cH:22][c:23]([F:26])[cH:24][cH:25]3)[CH2:10][CH2:11]2)[cH:28][c:29]([O:33][CH3:34])[c:30]1[O:31][CH3:32]. Reactants: CO, COC(=O)c1ccc(NCCCl)c([N+](=O)[O-])c1. Product: COC(=O)c1ccc(NCCCl)c(N)c1. As a reaction SMILES: [CH3:18][OH:19].[CH3:1][O:2][C:3]([c:4]1[cH:5][c:6]([N+:14]([O-:15])=[O:16])[c:7]([NH:10][CH2:11][CH2:12][Cl:13])[cH:8][cH:9]1)=[O:17]>>[CH3:1][O:2][C:3]([c:4]1[cH:5][c:6]([NH2:14])[c:7]([NH:10][CH2:11][CH2:12][Cl:13])[cH:8][cH:9]1)=[O:17].